Dataset: the Open Reaction Database (ORD), a public repository of structured organic reaction records. Task: describe an organic reaction: reactants, conditions, products, and yield Starting materials: Cc1ccc(S(=O)(=O)OC2CN(C(c3ccccc3)c3ccccc3)C2)cc1, [N-]=[N+]=[N-], [Na+], CN(C)C=O. Yields the product [N-]=[N+]=NC1CN(C(c2ccccc2)c2ccccc2)C1. RXN SMILES: [CH:1]([c:2]1[cH:3][cH:4][cH:5][cH:6][cH:7]1)([c:8]1[cH:9][cH:10][cH:11][cH:12][cH:13]1)[N:14]1[CH2:15][CH:16]([O:18][S:19]([c:20]2[cH:21][cH:22][c:23]([CH3:24])[cH:25][cH:26]2)(=[O:27])=[O:28])[CH2:17]1.[N-:30]=[N+:31]=[N-:32].[Na+:29].[O:33]=[CH:34][N:35]([CH3:36])[CH3:37]>>[CH:1]([c:2]1[cH:3][cH:4][cH:5][cH:6][cH:7]1)([c:8]1[cH:9][cH:10][cH:11][cH:12][cH:13]1)[N:14]1[CH2:15][CH:16]([N:30]=[N+:31]=[N-:32])[CH2:17]1. Reactants: N12C(CC(CC1)CC2)C=2C=C(C=NC2)Br (5-(1-azabicyclo[2.2.2]oct-2-yl)-3-(bromo)pyridine), [OH-].[NH4+] (ammonium hydroxide), crude product. The reagents and catalysts are S(=O)(=O)([O-])[O-].[Cu+2] (copper sulfate). Run in C(Cl)(Cl)Cl.CO.C(C)N(CC)CC (chloroform methanol triethylamine). Reaction conditions: temperature 180 celsius. The product is N12C(CC(CC1)CC2)C=2C=C(C=NC2)N (5-(1-azabicyclo[2.2.2]oct-2-yl)-3-(amino)pyridine). As a reaction SMILES: [N:1]12[CH2:8][CH2:7][CH:4]([CH2:5][CH2:6]1)[CH2:3][CH:2]2[C:9]1[CH:10]=[C:11](Br)[CH:12]=[N:13][CH:14]=1.[OH-].[NH4+:17]>S([O-])([O-])(=O)=O.[Cu+2].C(Cl)(Cl)Cl.CO.C(N(CC)CC)C>[N:1]12[CH2:8][CH2:7][CH:4]([CH2:5][CH2:6]1)[CH2:3][CH:2]2[C:9]1[CH:10]=[C:11]([NH2:17])[CH:12]=[N:13][CH:14]=1 |f:1.2,3.4,5.6.7|. Reported procedure: 5-(1-azabicyclo[2.2.2]oct-2-yl)-3-(bromo)pyridine (120 mg), was mixed with aqueous ammonium hydroxide (20 mL, 28%) in a sealed tube, copper sulfate (200 mg) was added, and the reaction mixture was heated at 180° C. for 14 hours. The reaction mixture was allowed to cool to ambient temperature and then extracted with chloroform (4×20 mL). The combined organic extracts were dried over anhydrous potassium carbonate, filtered, and the solvent removed on a rotary evaporator to afford a dark syrup. Thi... Starting materials: BrC=1C=CC=2C3=C(C=NC2C1)N=C(N3CC(C)(O)C)COCC (1-(7-bromo-2-ethoxymethyl-1H-imidazo[4,5-c]quinolin-1-yl)-2-methylpropan-2-ol), N1C(CCC1)=O (2-pyrrolidinone), BrC=1C=CC=2C3=C(C=NC2C1)N=C(N3CCCOC(C)C)COCC (7-bromo-2-ethoxymethyl-1-(3-isopropoxypropyl)-1H-imidazo[4,5-c]quinoline), C(C)N1C(NCC1)=O (1-ethylimidazolidin-2-one). The product is NC1=NC=2C=C(C=CC2C2=C1N=C(N2CC(C)(C)O)COCC)N2C(N(CC2)CC)=O (1-[4-amino-2-ethoxymethyl-1-(2-hydroxy-2-methylpropyl)-1H-imidazo[4,5-c]quinolin-7-yl]-3-ethylimidazolidin-2-one). Reaction SMILES: Br[C:2]1[CH:3]=[CH:4][C:5]2[C:6]3[N:14]([CH2:15][C:16]([CH3:19])([OH:18])[CH3:17])[C:13]([CH2:20][O:21][CH2:22][CH3:23])=[N:12][C:7]=3[CH:8]=[N:9][C:10]=2[CH:11]=1.BrC1C=CC2C3N(CCCOC(C)C)C(COCC)=NC=3C=[N:32]C=2C=1.[CH2:49]([N:51]1[CH2:55][CH2:54][NH:53][C:52]1=[O:56])[CH3:50].N1CCCC1=O>>[NH2:32][C:8]1[C:7]2[N:12]=[C:13]([CH2:20][O:21][CH2:22][CH3:23])[N:14]([CH2:15][C:16]([OH:18])([CH3:19])[CH3:17])[C:6]=2[C:5]2[CH:4]=[CH:3][C:2]([N:53]3[CH2:54][CH2:55][N:51]([CH2:49][CH3:50])[C:52]3=[O:56])=[CH:11][C:10]=2[N:9]=1. Reported procedure: The general methods described in Parts A and B of Example 2 were followed using 1-(7-bromo-2-ethoxymethyl-1H-imidazo[4,5-c]quinolin-1-yl)-2-methylpropan-2-ol in lieu of 7-bromo-2-ethoxymethyl-1-(3-isopropoxypropyl)-1H-imidazo[4,5-c]quinoline and 1-ethylimidazolidin-2-one in lieu of 2-pyrrolidinone. The product, 1-[4-amino-2-ethoxymethyl-1-(2-hydroxy-2-methylpropyl)-1H-imidazo[4,5-c]quinolin-7-yl]-3-ethylimidazolidin-2-one was isolated as a peach colored crystalline solid, m.p. 210-212° C. Reactants: C1COCCO1, C1CCOC1, CCC(CC(=O)OC)n1c(=O)c2ccccc2n(Cc2nsc3cc(C)cc(C)c23)c1=O, [Li+], [OH-], O. Yields the product CCC(CC(=O)O)n1c(=O)c2ccccc2n(Cc2nsc3cc(C)cc(C)c23)c1=O. RXN SMILES: [CH2:35]1[O:36][CH2:37][CH2:38][O:39][CH2:40]1.[CH2:41]1[O:42][CH2:43][CH2:44][CH2:45]1.[CH3:1][O:2][C:3]([CH2:4][CH:5]([CH2:6][CH3:7])[n:8]1[c:9](=[O:31])[n:10]([CH2:19][c:20]2[n:21][s:22][c:23]3[c:24]2[c:25]([CH3:30])[cH:26][c:27]([CH3:29])[cH:28]3)[c:11]2[cH:12][cH:13][cH:14][cH:15][c:16]2[c:17]1=[O:18])=[O:32].[Li+:34].[OH-:33].[OH2:46]>>[O:2]=[C:3]([CH2:4][CH:5]([CH2:6][CH3:7])[n:8]1[c:9](=[O:31])[n:10]([CH2:19][c:20]2[n:21][s:22][c:23]3[c:24]2[c:25]([CH3:30])[cH:26][c:27]([CH3:29])[cH:28]3)[c:11]2[cH:12][cH:13][cH:14][cH:15][c:16]2[c:17]1=[O:18])[OH:32]. The reactants are CC=1C=C(CNCC(C2=CC(=C(C=C2)OC)OC)O)C=CC1 (α-[[(3-methylbenzyl)amino]methyl]-3,4-dimethoxybenzyl alcohol), S(O)(O)(=O)=O (sulfuric acid). Run in FC(C(=O)O)(F)F (trifluoroacetic acid). Product: COC=1C=C(C=CC1OC)C1CNCC2=CC(=CC=C12)C (4-(3,4-dimethoxyphenyl)-7-methyl-1,2,3,4-tetrahydroisoquinoline). Yield: 51.4%. As a reaction SMILES: [CH3:1][C:2]1[CH:3]=[C:4]([CH:20]=[CH:21][CH:22]=1)[CH2:5][NH:6][CH2:7][CH:8](O)[C:9]1[CH:14]=[CH:13][C:12]([O:15][CH3:16])=[C:11]([O:17][CH3:18])[CH:10]=1.S(=O)(=O)(O)O>FC(F)(F)C(O)=O>[CH3:18][O:17][C:11]1[CH:10]=[C:9]([CH:8]2[C:20]3[C:4](=[CH:3][C:2]([CH3:1])=[CH:22][CH:21]=3)[CH2:5][NH:6][CH2:7]2)[CH:14]=[CH:13][C:12]=1[O:15][CH3:16]. Procedure: 1.8 g of α-[[(3-methylbenzyl)amino]methyl]-3,4-dimethoxybenzyl alcohol was dissolved in 13.5 ml of trifluoroacetic acid, and after adding thereto 0.41 ml of conc. sulfuric acid under ice cooling, the mixture was allowed to react for 40 minutes. The reaction solution was concentrated, and subjected to azeotropic distillation with chloroform 2 times, and after adding chloroform, the mixture was basified by addition of 28% aqueous ammonia. By a separating procedure, the chloroform layer was collect... Starting materials: CS(=O)(=O)c1ccc(Br)cc1, CCCCCCCCCCCC, NC1CCCCC1N, ClCCl, [I-], [K+], [K+], [K+], C1COCCO1, O=P([O-])([O-])[O-], COC(=O)c1c[nH]c2ncccc12. Yields the product COC(=O)c1cn(-c2ccc(S(C)(=O)=O)cc2)c2ncccc12. As a reaction SMILES: [CH3:10][S:11](=[O:12])(=[O:13])[c:14]1[cH:15][cH:16][c:17]([Br:20])[cH:18][cH:19]1.[CH3:42][CH2:43][CH2:44][CH2:45][CH2:46][CH2:47][CH2:48][CH2:49][CH2:50][CH2:51][CH2:52][CH3:53].[CH:21]1([NH2:22])[CH2:23][CH2:24][CH2:25][CH2:26][CH:27]1[NH2:28].[Cl:60][CH2:61][Cl:62].[I-:1].[K+:7].[K+:8].[K+:9].[O:54]1[CH2:55][CH2:56][O:57][CH2:58][CH2:59]1.[P:2]([O-:3])([O-:4])([O-:5])=[O:6].[nH:29]1[cH:30][c:31]([C:38](=[O:39])[O:40][CH3:41])[c:32]2[c:33]1[n:34][cH:35][cH:36][cH:37]2>>[CH3:10][S:11](=[O:12])(=[O:13])[c:14]1[cH:15][cH:16][c:17](-[n:29]2[cH:30][c:31]([C:38](=[O:39])[O:40][CH3:41])[c:32]3[c:33]2[n:34][cH:35][cH:36][cH:37]3)[cH:18][cH:19]1. Reactants: CC(=O)N1CCC(=O)CC1, CC(=O)O, CCO, COc1ccc(-n2cccc2)c(N)c1. Product: COc1ccc2c(c1)NC1(CCN(C(C)=O)CC1)c1cccn1-2. Reaction SMILES: [C:1]([CH3:2])(=[O:3])[N:4]1[CH2:5][CH2:6][C:7](=[O:10])[CH2:8][CH2:9]1.[CH3:11][C:12](=[O:13])[OH:14].[CH3:29][CH2:30][OH:31].[NH2:15][c:16]1[c:17](-[n:24]2[cH:25][cH:26][cH:27][cH:28]2)[cH:18][cH:19][c:20]([O:22][CH3:23])[cH:21]1>>[C:1]([CH3:2])(=[O:3])[N:4]1[CH2:5][CH2:6][C:7]2([CH2:8][CH2:9]1)[NH:15][c:16]1[c:17]([cH:18][cH:19][c:20]([O:22][CH3:23])[cH:21]1)-[n:24]1[cH:25][cH:26][cH:27][c:28]12.